From a dataset of the Open Reaction Database (ORD), a public repository of structured organic reaction records. describe an organic reaction: reactants, conditions, products, and yield Run at time 1 hour. As a reaction SMILES: [OH:1]O.[CH3:3][S:4][CH2:5][CH2:6][N:7]1[C:13]2[CH:14]=[CH:15][C:16]([Cl:18])=[CH:17][C:12]=2[C:11]([C:19]2[CH:24]=[CH:23][CH:22]=[CH:21][CH:20]=2)=[N:10][CH2:9][C:8]1=[O:25].O.N>C(O)(=O)C>[CH3:3][S:4]([CH2:5][CH2:6][N:7]1[C:13]2[CH:14]=[CH:15][C:16]([Cl:18])=[CH:17][C:12]=2[C:11]([C:19]2[CH:24]=[CH:23][CH:22]=[CH:21][CH:20]=2)=[N:10][CH2:9][C:8]1=[O:25])=[O:1] |f:2.3|. Reactants: CSCCN1C(CN=C(C2=C1C=CC(=C2)Cl)C2=CC=CC=C2)=O (1-(β-methylthioethyl)-5-phenyl-7-chloro-1,3-dihydro-2H-1,4-benzodiazepin-2-one), OO (hydrogen peroxide), ice water, O.N (ammonia water), resultant mixture. Solvent: C(C)(=O)O (acetic acid). Reported procedure: A solution of 10 ml of 15% aqueous hydrogen peroxide is added with ice-cooling to a mixture of 1.5 g of 1-(β-methylthioethyl)-5-phenyl-7-chloro-1,3-dihydro-2H-1,4-benzodiazepin-2-one and 20 ml of acetic acid. The resultant mixture is stirred at 0° C for 30 minutes and then at room temperature for 1 hour. The reaction mixture is poured into ice water, basified with ammonia water and extracted with chloroform. The chloroform extracts are combined, dried over anhydrous sodium sulfate, and the solve... Yields the product CS(=O)CCN1C(CN=C(C2=C1C=CC(=C2)Cl)C2=CC=CC=C2)=O (1-(β-methylsulfinylethyl)-5-phenyl-7-chloro-1,3-dihydro-2H-1,4-benzodiazepin-2-one). Reactants: OCC1C2=C3C(=C4C(=C2C2=C5C(=C6C(=C12)C=CC=C6)C=CC=C5)C=CC=C4)C=CC=C3 (17-Hydroxymethyltetrabenzo(a,c,g,i)fluorene), C(C)(=O)OC(C)=O (acetic anhydride). The reagents and catalysts are OS(=O)(=O)O (H2SO4). Run at time 1 hour. Product: C(C)(=O)OCC1C2=C3C(=C4C(=C2C2=C5C(=C6C(=C12)C=CC=C6)C=CC=C5)C=CC=C4)C=CC=C3 (17-acetoxymethyltetrabenzo(a,c,g,i)fluorene). As a reaction SMILES: [OH:1][CH2:2][CH:3]1[C:15]2[C:10](=[C:11]3[CH:23]=[CH:22][CH:21]=[CH:20][C:12]3=[C:13]3[CH:19]=[CH:18][CH:17]=[CH:16][C:14]3=2)[C:9]2[C:4]1=[C:5]1[CH:31]=[CH:30][CH:29]=[CH:28][C:6]1=[C:7]1[CH:27]=[CH:26][CH:25]=[CH:24][C:8]1=2.[C:32](OC(=O)C)(=[O:34])[CH3:33]>OS(O)(=O)=O>[C:32]([O:1][CH2:2][CH:3]1[C:15]2[C:10](=[C:11]3[CH:23]=[CH:22][CH:21]=[CH:20][C:12]3=[C:13]3[CH:19]=[CH:18][CH:17]=[CH:16][C:14]3=2)[C:9]2[C:4]1=[C:5]1[CH:31]=[CH:30][CH:29]=[CH:28][C:6]1=[C:7]1[CH:27]=[CH:26][CH:25]=[CH:24][C:8]1=2)(=[O:34])[CH3:33]. Procedure: 17-Hydroxymethyltetrabenzo(a,c,g,i)fluorene (0.207 g, 0.522 mmol) was dissolved in acetic anhydride (4 ml). To this solution was added 2 drops of H2SO4 (2M). The reaction mixture was stirred for 1 h. Compound (35) was obtained as a yellow solid which was washed with water (80 ml) and dried to constant weight over P2O5 in a vacuum desiccator (183.8 mg, 80%); m.p. 209-210°, (Found: C, 87.0; H, 5.08; C32H22O2 requires: C, 87.7; H, 5.02%); t.l.c. Rf (A) 0.32, Rf (F) 0.22; νmax (CH2Cl2) 3060 (CH stre... The product is c1ccc(CC2CN(C3=Nc4ccccc4Nc4sc(C5CCCC5)nc43)CCN2)cc1. RXN SMILES: [CH2:1]([c:2]1[cH:3][cH:4][cH:5][cH:6][cH:7]1)[CH:8]1[NH:9][CH2:10][CH2:11][NH:12][CH2:13]1.[CH:14]1([c:19]2[n:20][c:21]3[c:27]([s:28]2)[NH:26][c:25]2[c:24]([cH:32][cH:31][cH:30][cH:29]2)[NH:23][C:22]3=[S:33])[CH2:15][CH2:16][CH2:17][CH2:18]1.[cH:34]1[cH:35][cH:36][n:37][cH:38][cH:39]1>>[CH2:1]([c:2]1[cH:3][cH:4][cH:5][cH:6][cH:7]1)[CH:8]1[NH:9][CH2:10][CH2:11][N:12]([C:22]2=[N:23][c:24]3[c:25]([cH:29][cH:30][cH:31][cH:32]3)[NH:26][c:27]3[c:21]2[n:20][c:19]([CH:14]2[CH2:15][CH2:16][CH2:17][CH2:18]2)[s:28]3)[CH2:13]1. The reactants are c1ccc(CC2CNCCN2)cc1, S=C1Nc2ccccc2Nc2sc(C3CCCC3)nc21, c1ccncc1. Reactants: COC(=O)CC(=O)OC, CO, Cc1cc(C)c(Oc2nc(C)cc(Cl)c2CCl)c(C)c1, [H-], [Na+]. Yields the product COC(=O)C(Cc1c(Cl)cc(C)nc1Oc1c(C)cc(C)cc1C)C(=O)OC. Reaction SMILES: [C:21]([CH2:22][C:23](=[O:24])[O:25][CH3:26])(=[O:27])[O:28][CH3:29].[CH3:32][OH:33].[Cl:1][c:2]1[c:3]([CH2:19][Cl:20])[c:4]([O:9][c:10]2[c:11]([CH3:18])[cH:12][c:13]([CH3:17])[cH:14][c:15]2[CH3:16])[n:5][c:6]([CH3:8])[cH:7]1.[H-:31].[Na+:30]>>[Cl:1][c:2]1[c:3]([CH2:19][CH:22]([C:21](=[O:27])[O:28][CH3:29])[C:23](=[O:24])[O:25][CH3:26])[c:4]([O:9][c:10]2[c:11]([CH3:18])[cH:12][c:13]([CH3:17])[cH:14][c:15]2[CH3:16])[n:5][c:6]([CH3:8])[cH:7]1. Reactants: O1[C@@H](C1)COC1=C2C=CNC2=CC=C1 ((S)-(+)-4-(oxiranylmethoxy)-1H-indole), C([O-])([O-])=O.[K+].[K+] (potassium carbonate), tan foam, hydrochloride salt, ClC1=CC2=C(SC=C2C=2CCNCC2)C=C1 (5-chloro-3-(1,2,3,6-tetrahydropyridin-4-yl)benzo[b]thiophene). Solvent: C(C)O (ethanol). Product: ClC1=CC2=C(SC=C2C=2CCN(CC2)C[C@@H](COC2=C3C=CNC3=CC=C2)O)C=C1 ((2S)-(+)-3-[4-(5-chloro-3-benzo[b]thiophenyl)-1,2,3,6-tetrahydropyridin-1-yl]-1-(4-indolyloxy)-2-propanol). RXN SMILES: [O:1]1[CH2:3][C@H:2]1[CH2:4][O:5][C:6]1[CH:14]=[CH:13][CH:12]=[C:11]2[C:7]=1[CH:8]=[CH:9][NH:10]2.[Cl:15][C:16]1[CH:30]=[CH:29][C:19]2[S:20][CH:21]=[C:22]([C:23]3[CH2:24][CH2:25][NH:26][CH2:27][CH:28]=3)[C:18]=2[CH:17]=1.C(=O)([O-])[O-].[K+].[K+]>C(O)C>[Cl:15][C:16]1[CH:30]=[CH:29][C:19]2[S:20][CH:21]=[C:22]([C:23]3[CH2:24][CH2:25][N:26]([CH2:3][C@H:2]([OH:1])[CH2:4][O:5][C:6]4[CH:14]=[CH:13][CH:12]=[C:11]5[C:7]=4[CH:8]=[CH:9][NH:10]5)[CH2:27][CH:28]=3)[C:18]=2[CH:17]=1 |f:2.3.4|. Reported procedure: The title compound was prepared in a fashion similar to that described in Example 1 using (S)-(+)-4-(oxiranylmethoxy)-1H-indole (0.053 g, 0.028 mmol) and the hydrochloride salt of 5-chloro-3-(1,2,3,6-tetrahydropyridin-4-yl)benzo[b]thiophene (0.081 g, 0.028 mmol) using ethanol as reaction solvent and 1.1 equivalents of potassium carbonate (0.043 g, 0.031 mmol). Yield 0.103 g (83%) of a tan foam. mp 93°-97° C. FDMS m/e=438 (M+ of free base). α[D]589 =+7.5 (c=1.06, dimethylsufoxide) The product is Cl.CC=1NCC(CN1)C1=CC=CC=C1 (2-methyl-5-phenyl-1,4,5,6-tetrahydropyrimidine hydrochloride). The yield is 32.0%. Reported procedure: A mixture consisting of 20 g (0.0897 mol) of 2-phenylpropane-1,3-diamine dihydrochloride, 10.76 g (0.269 mol) of sodium hydroxide pellets and 8.48 g (0.0897 mol) of acetamidine hydrochloride is heated under reflux until the evolution of NH3 has ended. The reaction medium is cooled, the insoluble material is filtered off and discarded, the filtrate is acidified with ethanol containing HCl and evaporated to half the volume, and the insoluble material formed is filtered off. The filtrate is diluted... The reactants are Cl.Cl.C1(=CC=CC=C1)C(CN)CN (2-phenylpropane-1,3-diamine dihydrochloride), N (NH3), [OH-].[Na+] (sodium hydroxide), Cl.C(C)(=N)N (acetamidine hydrochloride). As a reaction SMILES: [ClH:1].Cl.[C:3]1([CH:9]([CH2:12][NH2:13])[CH2:10][NH2:11])[CH:8]=[CH:7][CH:6]=[CH:5][CH:4]=1.[OH-].[Na+].Cl.[C:17](N)(=N)[CH3:18].N>>[ClH:1].[CH3:17][C:18]1[NH:13][CH2:12][CH:9]([C:3]2[CH:8]=[CH:7][CH:6]=[CH:5][CH:4]=2)[CH2:10][N:11]=1 |f:0.1.2,3.4,5.6,8.9|. The product is C(C)OC(CSC(=O)Cl)=O ((chlorocarbonylthio)-acetic acid ethyl ester). As a reaction SMILES: C(=O)=O.[CH2:4]([O:6][C:7](=[O:10])[CH2:8][SH:9])[CH3:5].[Cl:11][C:12](Cl)([O:14]C(=O)OC(Cl)(Cl)Cl)Cl.[OH-].[Na+]>[Cl-].C([N+](CCCC)(CCCC)CCCC)CCC>[CH2:4]([O:6][C:7](=[O:10])[CH2:8][S:9][C:12]([Cl:11])=[O:14])[CH3:5] |f:3.4,5.6|. Run at temperature 80 celsius. Procedure details: A flask equipped with a refrigerant cooled with dry ice was charged with thioglycolic acid ethyl ester (1.202 g, 10.0 mmol) and triphosgene (2.000 g, 6.7 mmol). A catalytical amount of tetrabutylammonium chloride was added and the mixture was heated to a temperature of 80° C. for fifteen hours. The exhaust gases were treated with 4N sodium hydroxide aqueous solution. The resulting light brown liquid was flushed with a stream of nitrogen, then distilled under vacuum (110° C./4 mbar) to yield the ... Reagents/catalysts: [Cl-].C(CCC)[N+](CCCC)(CCCC)CCCC (tetrabutylammonium chloride). The reactants are C(=O)=O (dry ice), [OH-].[Na+] (sodium hydroxide), C(C)OC(CS)=O (thioglycolic acid ethyl ester), ClC(Cl)(OC(OC(Cl)(Cl)Cl)=O)Cl (triphosgene).